From a dataset of the Open Reaction Database (ORD), a public repository of structured organic reaction records. describe an organic reaction: reactants, conditions, products, and yield Reactants: CC(C)([O-])C.[K+] (Potassium tert-butoxide), [N+](=O)([O-])CC (nitroethane), O1CCC(CC1)C=O (tetrahydro-2H-pyran-4-carbaldehyde), C1CCOC1 (THF). Run in CCOC(=O)C (EtOAc), O (water), C(C)(C)(C)O (tert-butanol). Reaction conditions: time 30 minute. Product: [N+](=O)([O-])C(C(O)C1CCOCC1)C (2-nitro-1-(tetrahydro-pyran-4-yl)-propan-1-ol). The yield is 78.4%. Reaction SMILES: [N+:1]([CH2:4][CH3:5])([O-:3])=[O:2].[O:6]1[CH2:11][CH2:10][CH:9]([CH:12]=[O:13])[CH2:8][CH2:7]1.C1COCC1.CC(C)([O-])C.[K+]>CCOC(C)=O.O.C(O)(C)(C)C>[N+:1]([CH:4]([CH3:5])[CH:12]([CH:9]1[CH2:10][CH2:11][O:6][CH2:7][CH2:8]1)[OH:13])([O-:3])=[O:2] |f:3.4|. Procedure: In a 100 mL round-bottomed flask, nitroethane (1.42 ml, 26.3 mmol) and tetrahydro-2H-pyran-4-carbaldehyde (1.0 g, 8.76 mmol) were combined with THF (5 ml) and tert-butanol to give a colorless solution. Potassium tert-butoxide (197 mg, 1.75 mmol,) was added at room temperature. After 30 min at room temperature, the reaction mixture was diluted with EtOAc and water. The organic phase was separated, dried, and evaporated to provide 1.3 g (79%) of crude 2-nitro-1-(tetrahydro-pyran-4-yl)-propan-1-ol ... Reactants: BrC=1C=CC\2=C(\N=C(/C\C(=C2)\C(N(CCC)CCC)=O)\NC(OC(C)(C)C)=O)C1 (tert-butyl (1E,4E)-8-bromo-4-(dipropylcarbamoyl)-3H-benzo[b]azepin-2-ylcarbamate), [Si](C)(C)(C(C)(C)C)O[C@H]1CN(CC1)C(=O)C1=CC=C(C=C1)C1OC(C(O1)(C)C)(C)C ((R)-(3-(tert-butyldimethylsilyloxy)pyrrolidin-1-yl)(4-(4,4,5,5-tetramethyl-1,3-dioxolan-2-yl)phenyl)methanone). Product: [Si](C)(C)(C(C)(C)C)O[C@H]1CN(CC1)C(=O)C1=CC=C(C=C1)C=1C=CC\2=C(\N=C(/C\C(=C2)\C(N(CCC)CCC)=O)\NC(OC(C)(C)C)=O)C1 (tert-butyl (1E,4E)-8-(4-((R)-3-(tert-butyldimethylsilyloxy)pyrrolidine-1-carbonyl)phenyl)-4-(dipropylcarbamoyl)-3H-benzo[b]azepin-2-ylcarbamate). Reaction SMILES: Br[C:2]1[CH:3]=[CH:4][C:5]2=[C:6]([CH:29]=1)[N:7]=[C:8]([NH:21][C:22](=[O:28])[O:23][C:24]([CH3:27])([CH3:26])[CH3:25])[CH2:9][C:10]([C:12](=[O:20])[N:13]([CH2:17][CH2:18][CH3:19])[CH2:14][CH2:15][CH3:16])=[CH:11]2.[Si:30]([O:37][C@@H:38]1[CH2:42][CH2:41][N:40]([C:43]([C:45]2[CH:50]=[CH:49][C:48](C3OC(C)(C)C(C)(C)O3)=[CH:47][CH:46]=2)=[O:44])[CH2:39]1)([C:33]([CH3:36])([CH3:35])[CH3:34])([CH3:32])[CH3:31]>>[Si:30]([O:37][C@@H:38]1[CH2:42][CH2:41][N:40]([C:43]([C:45]2[CH:50]=[CH:49][C:48]([C:2]3[CH:3]=[CH:4][C:5]4=[C:6]([CH:29]=3)[N:7]=[C:8]([NH:21][C:22](=[O:28])[O:23][C:24]([CH3:25])([CH3:27])[CH3:26])[CH2:9][C:10]([C:12](=[O:20])[N:13]([CH2:17][CH2:18][CH3:19])[CH2:14][CH2:15][CH3:16])=[CH:11]4)=[CH:47][CH:46]=2)=[O:44])[CH2:39]1)([C:33]([CH3:36])([CH3:35])[CH3:34])([CH3:32])[CH3:31]. Reported procedure: The title compound was prepared by the procedure as described in Example 124 (Step F) using tert-butyl (1E,4E)-8-bromo-4-(dipropylcarbamoyl)-3H-benzo[b]azepin-2-ylcarbamate and (R)-(3-(tert-butyldimethylsilyloxy)pyrrolidin-1-yl)(4-(4,4,5,5-tetramethyl-1,3-dioxolan-2-yl)phenyl)methanone. MS APCI (+) m/z 689 (M+1) detected. The reactants are CN(C(=O)OC(C)(C)C)C1CCC(C#CCCOC2CCCCO2)CC1, CO. Yields the product CN(C(=O)OC(C)(C)C)C1CCC(C#CCCO)CC1. RXN SMILES: [C:1]([CH3:2])([CH3:3])([CH3:4])[O:5][C:6]([N:7]([CH:8]1[CH2:9][CH2:10][CH:11]([C:14]#[C:15][CH2:16][CH2:17][O:18][CH:19]2[CH2:20][CH2:21][CH2:22][CH2:23][O:24]2)[CH2:12][CH2:13]1)[CH3:25])=[O:26].[CH3:27][OH:28]>>[C:1]([CH3:2])([CH3:3])([CH3:4])[O:5][C:6]([N:7]([CH:8]1[CH2:9][CH2:10][CH:11]([C:14]#[C:15][CH2:16][CH2:17][OH:18])[CH2:12][CH2:13]1)[CH3:25])=[O:26]. Reactants: CC1(C)OB(c2cnc(Cl)n2C2CCCCO2)OC1(C)C, [H][H], [Pd]. The product is CC1(C)OB(c2cncn2C2CCCCO2)OC1(C)C. As a reaction SMILES: [Cl:3][c:4]1[n:5]([CH:18]2[O:19][CH2:20][CH2:21][CH2:22][CH2:23]2)[c:6]([B:9]2[O:10][C:11]([CH3:16])([CH3:17])[C:12]([CH3:14])([CH3:15])[O:13]2)[cH:7][n:8]1.[H:1][H:2].[Pd:24]>>[cH:4]1[n:5]([CH:18]2[O:19][CH2:20][CH2:21][CH2:22][CH2:23]2)[c:6]([B:9]2[O:10][C:11]([CH3:16])([CH3:17])[C:12]([CH3:14])([CH3:15])[O:13]2)[cH:7][n:8]1. Reactants: NC1=CC2=C(N=CN2)C=C1 (5-aminobenzimidazole), C(#N)C1=CC=C(C=C1)C=1NC2=C(N1)C=CC(=C2)C(=O)[O-] (2-(4-cyanophenyl)benzimidazole-5-carboxylate). Product: C(#N)C1=CC=C(C=C1)C1=NC2=C(N1)C=C(C=C2)C(=O)NC2=CC1=C(NC(=N1)C1=CC=C(C=C1)C#N)C=C2 (2-(4-cyanophenyl)-N-(2-(4-cyanophenyl)-1H-benzo[d]imidazol-5-yl)-1H-benzo[d]imidazole-6-carboxamide). RXN SMILES: [NH2:1][C:2]1[CH:10]=[CH:9][C:5]2[N:6]=[CH:7][NH:8][C:4]=2[CH:3]=1.[C:11]([C:13]1[CH:18]=[CH:17][C:16]([C:19]2[NH:20][C:21]3[CH:27]=[C:26]([C:28]([O-:30])=O)[CH:25]=[CH:24][C:22]=3[N:23]=2)=[CH:15][CH:14]=1)#[N:12]>>[C:11]([C:13]1[CH:14]=[CH:15][C:16]([C:19]2[NH:20][C:21]3[CH:27]=[C:26]([C:28]([NH:1][C:2]4[CH:10]=[CH:9][C:5]5[NH:6][C:7]([C:16]6[CH:17]=[CH:18][C:13]([C:11]#[N:12])=[CH:14][CH:15]=6)=[N:8][C:4]=5[CH:3]=4)=[O:30])[CH:25]=[CH:24][C:22]=3[N:23]=2)=[CH:17][CH:18]=1)#[N:12]. Reported procedure: Compound 295 was prepared according to the procedure similar to that described in Scheme V from 2-(4-cyano)phenyl)-5-aminobenzimidazole and 2-(4-cyanophenyl)benzimidazole-5-carboxylate. [M+H]+ calcd for C29H17N7O: 480.15; found: 479.89. The reactants are Cc1ccc(NC(=O)CBr)cc1, CC#N, O=C(OC1CN2CCC1CC2)C1(c2ccccc2)CCCCCC1. Product: [Br-], Cc1ccc(NC(=O)C[N+]23CCC(CC2)C(OC(=O)C2(c4ccccc4)CCCCCC2)C3)cc1. Reaction SMILES: [Br:25][CH2:26][C:27](=[O:28])[NH:29][c:30]1[cH:31][cH:32][c:33]([CH3:36])[cH:34][cH:35]1.[CH3:37][C:38]#[N:39].[N:1]12[CH2:2][CH:3]([O:9][C:10](=[O:11])[C:12]3([c:19]4[cH:20][cH:21][cH:22][cH:23][cH:24]4)[CH2:13][CH2:14][CH2:15][CH2:16][CH2:17][CH2:18]3)[CH:4]([CH2:5][CH2:6]1)[CH2:7][CH2:8]2>>[Br-:25].[N+:1]12([CH2:26][C:27](=[O:28])[NH:29][c:30]3[cH:31][cH:32][c:33]([CH3:36])[cH:34][cH:35]3)[CH2:2][CH:3]([O:9][C:10](=[O:11])[C:12]3([c:19]4[cH:20][cH:21][cH:22][cH:23][cH:24]4)[CH2:13][CH2:14][CH2:15][CH2:16][CH2:17][CH2:18]3)[CH:4]([CH2:5][CH2:6]1)[CH2:7][CH2:8]2. Reactants: C(C)OC(=O)C=1N=C(SC1)Cl (2-chlorothiazole-4-carboxylic acid ethyl ester), solution, [Li+].[OH-] (LiOH). The solvent is C1CCOC1 (THF). Conditions: temperature 65 celsius. The product is ClC=1SC=C(N1)C(=O)O (2-Chloro-thiazole-4-carboxylic acid). Reaction SMILES: C([O:3][C:4]([C:6]1[N:7]=[C:8]([Cl:11])[S:9][CH:10]=1)=[O:5])C.[Li+].[OH-]>C1COCC1>[Cl:11][C:8]1[S:9][CH:10]=[C:6]([C:4]([OH:5])=[O:3])[N:7]=1 |f:1.2|. Procedure: To a stirred solution of 2-chlorothiazole-4-carboxylic acid ethyl ester (20.49 g, 0.107 mol) in THF (180 mL) at RT, a 1M solution of LiOH (aq) (160 mL, 0.160 mol) was added. The resulting solution was heated to 65° C. for 1 h. The solvent was evaporated in vacuo. The residue was treated with brine (100 mL) and acidified to pH 1 with 1M HCl (aq). The precipitate was filtered off, washed with H2O (2×50 mL) and Et2O (2×50 mL) and dried in a vacuum oven at 60° C. for 62 h to yield the title compound...